This data is from the Open Reaction Database (ORD), a public repository of structured organic reaction records. The task is: describe an organic reaction: reactants, conditions, products, and yield The reactants are CN(Cc1ccco1)C(=O)c1ccc(Cl)c(S(N)(=O)=O)c1, CN1CCNCC1, Cl, O. Product: CN1CCN(c2ccc(C(=O)N(C)Cc3ccco3)cc2S(N)(=O)=O)CC1. RXN SMILES: [CH3:1][N:2]([C:3]([c:4]1[cH:5][c:6]([S:11]([NH2:12])(=[O:13])=[O:14])[c:7]([Cl:10])[cH:8][cH:9]1)=[O:15])[CH2:16][c:17]1[o:18][cH:19][cH:20][cH:21]1.[CH3:22][N:23]1[CH2:24][CH2:25][NH:26][CH2:27][CH2:28]1.[ClH:29].[OH2:30]>>[CH3:1][N:2]([C:3]([c:4]1[cH:5][c:6]([S:11]([NH2:12])(=[O:13])=[O:14])[c:7]([N:26]2[CH2:25][CH2:24][N:23]([CH3:22])[CH2:28][CH2:27]2)[cH:8][cH:9]1)=[O:15])[CH2:16][c:17]1[o:18][cH:19][cH:20][cH:21]1.